From a dataset of the Open Reaction Database (ORD), a public repository of structured organic reaction records. describe an organic reaction: reactants, conditions, products, and yield The reactants are O=C([O-])[O-], COc1ccccc1B(O)O, COCCOC, Clc1ccc2ccccc2n1, [K+], [K+], O. Product: COc1ccccc1-c1ccc2ccccc2n1. Reaction SMILES: [C:23](=[O:24])([O-:25])[O-:26].[CH3:12][O:13][c:14]1[c:15]([B:20]([OH:21])[OH:22])[cH:16][cH:17][cH:18][cH:19]1.[CH3:29][O:30][CH2:31][CH2:32][O:33][CH3:34].[Cl:1][c:2]1[n:3][c:4]2[cH:5][cH:6][cH:7][cH:8][c:9]2[cH:10][cH:11]1.[K+:27].[K+:28].[OH2:35]>>[c:2]1(-[c:15]2[c:14]([O:13][CH3:12])[cH:19][cH:18][cH:17][cH:16]2)[n:3][c:4]2[cH:5][cH:6][cH:7][cH:8][c:9]2[cH:10][cH:11]1. The reactants are C(C)(C)N(CCN1C(=O)C(=O)C2=CC(=CC=C12)C)C(C)C (1-(2-diisopropylaminoethyl)-5-methylisatin), CNC(NN)=O (4-methylsemicarbazide), Cl (hydrochloric acid), C([O-])(O)=O.[Na+] (sodium bicarbonate). Solvent: mixture, O (water), C(C)O (ethanol). Reaction conditions: time 16 hour. Yields the product CNC(N\N=C/1\C(N(C2=CC=C(C=C12)C)CCN(C(C)C)C(C)C)=O)=O ((E)-1-(2-diisopropylaminoethyl)-5-methylisatin 3-(4-methylsemicarbazone)). The yield is 61.8%. Reaction SMILES: [CH:1]([N:4]([CH:19]([CH3:21])[CH3:20])[CH2:5][CH2:6][N:7]1[C:17]2[C:12](=[CH:13][C:14]([CH3:18])=[CH:15][CH:16]=2)[C:10](=O)[C:8]1=[O:9])([CH3:3])[CH3:2].[CH3:22][NH:23][C:24](=[O:27])[NH:25][NH2:26].Cl.C(=O)(O)[O-].[Na+]>O.C(O)C>[CH3:22][NH:23][C:24](=[O:27])[NH:25]/[N:26]=[C:10]1/[C:8](=[O:9])[N:7]([CH2:6][CH2:5][N:4]([CH:19]([CH3:21])[CH3:20])[CH:1]([CH3:3])[CH3:2])[C:17]2[C:12]/1=[CH:13][C:14]([CH3:18])=[CH:15][CH:16]=2 |f:3.4|. Procedure details: To a solution of 1.00 g of 1-(2-diisopropylaminoethyl)-5-methylisatin and 0.34 g of 4-methylsemicarbazide in 15 ml of a mixture of ethanol and water (2:1) was added 3.8 ml of a 1N-hydrochloric acid. The mixture was stirred for 16 hours at room temperature. To the reaction mixture was added an aqueous sodium bicarbonate solution, and the mixture was extracted with chloroform. The chloroform layer was washed with water, dried over anhydrous magnesium sulfate, and concentrated under reduced pressur... Reactants: N1=CC(=CC=C1)C=CC(=O)O (β-(3-pyridyl)acrylic acid), Cl (hydrogen chloride), C(C)O (ethanol). The product is N1=CC(=CC=C1)C=CC(=O)OCC (ethyl β-(3-pyridyl)acrylate). Procedure: To a stirred suspension of 150 g of β-(3-pyridyl)acrylic acid in 1500 ml of ethanol a slow stream of hydrogen chloride gas is bubbled for 4 to 5 hr, where all solids dissolved. Approximately 500 ml of ethanol are distilled off at atmospheric pressure, the residual solution is cooled and diluted with 1500 ml of ether with stirring. The solids are filtered, washed with ether and resuspended in ethyl acetate. The stirred suspension is neutralized with conc. aq. sodium bicarbonate. The ethyl acetate... RXN SMILES: [N:1]1[CH:6]=[CH:5][CH:4]=[C:3]([CH:7]=[CH:8][C:9]([OH:11])=[O:10])[CH:2]=1.Cl.[CH2:13](O)[CH3:14]>>[N:1]1[CH:6]=[CH:5][CH:4]=[C:3]([CH:7]=[CH:8][C:9]([O:11][CH2:13][CH3:14])=[O:10])[CH:2]=1. Reaction SMILES: [NH2:1][C@H:2]([CH2:19][C:20]1[CH:25]=[C:24]([F:26])[C:23]([F:27])=[CH:22][C:21]=1[F:28])[CH2:3][C:4]([N:6]1[CH2:11][CH2:10][NH:9][C:8](=[O:12])[C@H:7]1[CH2:13][O:14][C:15]([CH3:18])([CH3:17])[CH3:16])=[O:5].[C:29]([OH:38])(=[O:37])[C@@H:30]([C@H:32]([C:34]([OH:36])=[O:35])[OH:33])[OH:31].CC(O)C>CC(C)=O.C(O)C.O>[C:34]([CH:32]([CH:30]([C:29]([OH:38])=[O:37])[OH:31])[OH:33])([OH:36])=[O:35].[NH2:1][C@H:2]([CH2:19][C:20]1[CH:25]=[C:24]([F:26])[C:23]([F:27])=[CH:22][C:21]=1[F:28])[CH2:3][C:4]([N:6]1[CH2:11][CH2:10][NH:9][C:8](=[O:12])[C@H:7]1[CH2:13][O:14][C:15]([CH3:16])([CH3:17])[CH3:18])=[O:5] |f:4.5,6.7|. The solvent is CC(=O)C (acetone), C(C)O.O (ethanol water). Yield: 101.9%. Reaction conditions: time 30 minute. Product: C(=O)(O)C(O)C(O)C(=O)O.N[C@@H](CC(=O)N1[C@@H](C(NCC1)=O)COC(C)(C)C)CC1=C(C=C(C(=C1)F)F)F ((R)-4-[(R)-3-amino-4-(2,4,5-trifluorophenyl)butanoyl]-3-(t-butoxymethyl)piperazin-2-one tartrate). The reactants are CC(C)O (2-propanol), N[C@@H](CC(=O)N1[C@@H](C(NCC1)=O)COC(C)(C)C)CC1=C(C=C(C(=C1)F)F)F ((R)-4-[(R)-3-amino-4-(2,4,5-trifluorophenyl) butanoyl]-3-(t-butoxymethyl)piperazin-2-one), C([C@H](O)[C@@H](O)C(=O)O)(=O)O (L-tartaric acid). Reported procedure: 55 mg of the compound obtained in Example 11 was dissolved in 0.56 mL of acetone to which a solution of 26 mg of L-tartaric acid in 0.35 mL of ethanol/water (9/1(v/v)) was then slowly added, followed by stirring for 30 min. 0.56 mL of 2-propanol was added thereto, followed by stirring for 10 min and filtration to afford 77 mg of the title compound as a solid. Starting materials: ClC1N(C(C2=CC=CC=C12)=O)C1=NC2=NC(=CC=C2C=C1)Cl (3-chloro-2-(7-chloro-1,8-naphthyridin-2-yl)-1-isoindolinone), C(CC)(=O)N1CCC(CC1)C(=O)O (1-propionyl-4-piperidinecarboxylic acid), N12CCCCCC2=NCCC1 (1,8-diazabicyclo[5.4.0]undec-7-ene). Solvent: CN(C=O)C (dimethylformamide). The product is C(CC)(=O)N1CCC(CC1)C(=O)OC1N(C(C2=CC=CC=C12)=O)C1=NC2=NC(=CC=C2C=C1)Cl (2-(7-chloro-1,8-naphthyridin-2-yl)-3-oxo-1-isoindolinyl 1-propionyl-4-piperidinecarboxylate). The yield is 34.5%. Reaction SMILES: Cl[CH:2]1[C:10]2[C:5](=[CH:6][CH:7]=[CH:8][CH:9]=2)[C:4](=[O:11])[N:3]1[C:12]1[CH:21]=[CH:20][C:19]2[C:14](=[N:15][C:16]([Cl:22])=[CH:17][CH:18]=2)[N:13]=1.[C:23]([N:27]1[CH2:32][CH2:31][CH:30]([C:33]([OH:35])=[O:34])[CH2:29][CH2:28]1)(=[O:26])[CH2:24][CH3:25].N12CCCN=C1CCCCC2>CN(C)C=O>[C:23]([N:27]1[CH2:28][CH2:29][CH:30]([C:33]([O:35][CH:2]2[C:10]3[C:5](=[CH:6][CH:7]=[CH:8][CH:9]=3)[C:4](=[O:11])[N:3]2[C:12]2[CH:21]=[CH:20][C:19]3[C:14](=[N:15][C:16]([Cl:22])=[CH:17][CH:18]=3)[N:13]=2)=[O:34])[CH2:31][CH2:32]1)(=[O:26])[CH2:24][CH3:25]. Reported procedure: Working as in Example 1, but starting with 3-chloro-2-(7-chloro-1,8-naphthyridin-2-yl)-1-isoindolinone (9.9 g) in anhydrous dimethylformamide (100 cc), 1-propionyl-4-piperidinecarboxylic acid (5.5 g) and 1,8-diazabicyclo[5.4.0]undec-7-ene (4.6 g), and by recrystallization in ethanol, 2-(7-chloro-1,8-naphthyridin-2-yl)-3-oxo-1-isoindolinyl 1-propionyl-4-piperidinecarboxylate (4.9 g), m.p. 189° C., is obtained. Run at time 20 minute. Solvent: O1CCCC1 (tetrahydrofuran). Reported procedure: 3.06 gm (10 millimols) of [1-(2'-fluoro-4 -biphenylyl)-ethylsulfinyl]-acetic acid of m.p. 164-165° C, were suspended in 50 ml of tetrahydrofuran, and 1.95 gm (12 millimols) of carbonyl-diimidazole were added to the suspension. The acid dissolved, accompanied by carbon dioxide evolution. After 20 minutes, dry methylamine was introduced until the mixture was saturated. After another hour, the mixture was evaporated in vacuo, and the residue was taken up in a mixture of dilute hydrochloric acid and... Yields the product CNC(CS(=O)C(C)C1=CC=C(C=C1)C1=C(C=CC=C1)F)=O ([1-(2'-Fluoro-4-biphenylyl)-ethylsulfinyl]-acetic acid methylamide). Reactants: FC1=C(C=CC=C1)C1=CC=C(C=C1)C(C)S(=O)CC(=O)O ([1-(2'-fluoro-4 -biphenylyl)-ethylsulfinyl]-acetic acid), CN (methylamine), C(=O)(C=1NC=CN1)C=1NC=CN1 (carbonyl-diimidazole), C(=O)=O (carbon dioxide). Reaction SMILES: [F:1][C:2]1[CH:7]=[CH:6][CH:5]=[CH:4][C:3]=1[C:8]1[CH:13]=[CH:12][C:11]([CH:14]([S:16]([CH2:18][C:19]([OH:21])=O)=[O:17])[CH3:15])=[CH:10][CH:9]=1.C(C1NC=CN=1)([C:24]1[NH:25]C=CN=1)=O.C(=O)=O.CN>O1CCCC1>[CH3:24][NH:25][C:19](=[O:21])[CH2:18][S:16]([CH:14]([C:11]1[CH:12]=[CH:13][C:8]([C:3]2[CH:4]=[CH:5][CH:6]=[CH:7][C:2]=2[F:1])=[CH:9][CH:10]=1)[CH3:15])=[O:17]. The reactants are FC1=C(C=C(C=C1)C(F)(F)F)O (2-fluoro-5-(trifluoromethyl)phenol), FC1=C(C=CC=C1)C(CCCCCCN1CCC(CC1)C=1C=C(C=CC1)NC(C(C)C)=O)O (N-(3-{1-[7-(2-fluorophenyl)-7-hydroxyheptyl]-4-piperidinyl}phenyl)-2-methylpropanamide). The product is FC1=C(C=CC=C1)C(CCCCCCN1CCC(CC1)C=1C=C(C=CC1)NC(C(C)C)=O)OC1=C(C=CC(=C1)C(F)(F)F)F (N-[3-(1-{7-(2-FLUOROPHENYL)-7-[2-FLUORO-5-(TRIFLUOROMETHYL)PHENOXY]HEPTYL}-4-PIPERIDINYL)PHENYL]-2-METHYLPROPANAMIDE). As a reaction SMILES: [F:1][C:2]1[CH:7]=[CH:6][C:5]([C:8]([F:11])([F:10])[F:9])=[CH:4][C:3]=1[OH:12].[F:13][C:14]1[CH:19]=[CH:18][CH:17]=[CH:16][C:15]=1[CH:20](O)[CH2:21][CH2:22][CH2:23][CH2:24][CH2:25][CH2:26][N:27]1[CH2:32][CH2:31][CH:30]([C:33]2[CH:34]=[C:35]([NH:39][C:40](=[O:44])[CH:41]([CH3:43])[CH3:42])[CH:36]=[CH:37][CH:38]=2)[CH2:29][CH2:28]1>>[F:13][C:14]1[CH:19]=[CH:18][CH:17]=[CH:16][C:15]=1[CH:20]([O:12][C:3]1[CH:4]=[C:5]([C:8]([F:10])([F:11])[F:9])[CH:6]=[CH:7][C:2]=1[F:1])[CH2:21][CH2:22][CH2:23][CH2:24][CH2:25][CH2:26][N:27]1[CH2:28][CH2:29][CH:30]([C:33]2[CH:34]=[C:35]([NH:39][C:40](=[O:44])[CH:41]([CH3:42])[CH3:43])[CH:36]=[CH:37][CH:38]=2)[CH2:31][CH2:32]1. Reported procedure: Prepared by Procedure A and Scheme AN using 2-fluoro-5-(trifluoromethyl)phenol and N-(3-{1-[7-(2-fluorophenyl)-7-hydroxyheptyl]-4-piperidinyl}phenyl)-2-methylpropanamide: ESMS m/e: 617.3 (M+H)+. RXN SMILES: [CH3:1][O:2][C:3]([C:5]1[CH:9]=[C:8]([C:10](=O)[CH2:11]Br)[S:7][CH:6]=1)=[O:4].[CH:14]([NH2:16])=[O:15]>>[CH3:1][O:2][C:3]([C:5]1[CH:9]=[C:8]([C:10]2[N:16]=[CH:14][O:15][CH:11]=2)[S:7][CH:6]=1)=[O:4]. The reactants are COC(=O)C1=CSC(=C1)C(CBr)=O (5-(2-Bromo-acetyl)-thiophene-3-carboxylic acid methyl ester), C(=O)N (formamide). Reported procedure: 5-(2-Bromo-acetyl)-thiophene-3-carboxylic acid methyl ester (0.4 g, 1.52 mmol) was dissolved in formamide (2 mL) and the tube purged with nitrogen and then sealed. The mixture was heated at 170° C. for 20 minutes. The resultant solution was diluted with HCl (1 M) and water and washed with ethyl acetate. The organic phase was evaporated then purified by chromatography on a silica II cartridge, eluting with 2:1 pentane:DCM to neat DCM, to give the side product, 5-oxazol-4-yl-thiophene-3-carboxylic... Run at temperature 170 celsius. Product: COC(=O)C1=CSC(=C1)C=1N=COC1 (5-oxazol-4-yl-thiophene-3-carboxylic acid methyl ester). Reactants: C(C)(C)(C)P(C(C)(C)C)Cl (di-tert-butylphosphinous chloride), Grignard reagent, C(C1=CC=CC=C1)Cl (benzyl chloride), [Mg] (magnesium), S(O)(O)(=O)=O (sulfuric acid). Reagents/catalysts: [Cu](Br)Br (copper(II) bromide). Run in O1CCCC1 (tetrahydrofuran), C1(=CC=CC=C1)C (toluene). Reaction conditions: time 3 hour. Product: C(C)(C)(C)P(CC1=CC=CC=C1)C(C)(C)C (di-tert-butylbenzylphosphine). Yield: 89.7%. Reaction SMILES: [CH2:1](Cl)[C:2]1[CH:7]=[CH:6][CH:5]=[CH:4][CH:3]=1.[Mg].[C:10]([P:14](Cl)[C:15]([CH3:18])([CH3:17])[CH3:16])([CH3:13])([CH3:12])[CH3:11].S(=O)(=O)(O)O>O1CCCC1.[Cu](Br)Br.C1(C)C=CC=CC=1>[C:10]([P:14]([C:15]([CH3:18])([CH3:17])[CH3:16])[CH2:1][C:2]1[CH:7]=[CH:6][CH:5]=[CH:4][CH:3]=1)([CH3:13])([CH3:12])[CH3:11]. Procedure details: In a 200 ml four-necked flask thoroughly purged with nitrogen, a Grignard reagent solution previously prepared from 8.2 g (0.065 mol) of benzyl chloride and 2.1 g (0.085 mol) of metallic magnesium in 50 ml of tetrahydrofuran, and 0.055 g (0.0003 mol (corresponding to 0.6% by mol)) of copper(II) bromide were placed. To the contents of the flask, 9.0 g (0.05 mol) of di-tert-butylphosphinous chloride was dropwise added as it is without being dissolved in a solvent, over a period of 1 hour at a temp... The reactants are S(=O)(=O)([O-])[O-].[Na+].[Na+] (sodium sulfate), BrC=1C=C2C(=C(C(=NC2=CC1)CC(C)C)C(=O)OC)C1=CC=CC=C1 (methyl 6-bromo-2-isobutyl-4-phenylquinoline-3-carboxylate), solution, [H-].C(C(C)C)[Al+]CC(C)C (diisobutylaluminum hydride). Solvent: O (water), C1(=CC=CC=C1)C (toluene), C1(=CC=CC=C1)C (toluene). Reaction conditions: temperature -75 celsius, time 1 hour. Product: BrC=1C=C2C(=C(C(=NC2=CC1)CC(C)C)CO)C1=CC=CC=C1 ((6-bromo-2-isobutyl-4-phenylquinolin-3-yl)methanol). The yield is 57.6%. RXN SMILES: [Br:1][C:2]1[CH:3]=[C:4]2[C:9](=[CH:10][CH:11]=1)[N:8]=[C:7]([CH2:12][CH:13]([CH3:15])[CH3:14])[C:6]([C:16](OC)=[O:17])=[C:5]2[C:20]1[CH:25]=[CH:24][CH:23]=[CH:22][CH:21]=1.[H-].C([Al+]CC(C)C)C(C)C.S([O-])([O-])(=O)=O.[Na+].[Na+]>C1(C)C=CC=CC=1.O>[Br:1][C:2]1[CH:3]=[C:4]2[C:9](=[CH:10][CH:11]=1)[N:8]=[C:7]([CH2:12][CH:13]([CH3:15])[CH3:14])[C:6]([CH2:16][OH:17])=[C:5]2[C:20]1[CH:25]=[CH:24][CH:23]=[CH:22][CH:21]=1 |f:1.2,3.4.5|. Procedure: To a solution of methyl 6-bromo-2-isobutyl-4-phenylquinoline-3-carboxylate (3.0 g, 7.5 mmol) in toluene (100 ml) was added 0.95 M solution (20 ml) of diisobutylaluminum hydride in toluene at −75° C. under a nitrogen atmosphere. After stirring the mixture at −75° C. for 1 hr., a solution of sodium sulfate (2.7 g) in water (15 ml) was added. The temperature of the mixture was raised to room temperature and the mixture was further stirred for 1 hr. Insoluble materials were removed by filtration, an...